The task is: describe an organic reaction: reactants, conditions, products, and yield. This data is from the Open Reaction Database (ORD), a public repository of structured organic reaction records. The reactants are NC=1C(=NC2=CC=CC(=C2N1)C1=CC=2C(NCCC2N1)=O)C (2-(3-amino-2-methylquinoxalin-5-yl)-6,7-dihydro-1H-pyrrolo[3,2-c]pyridin-4(5H)-one), TEA, C1(CC1)C(=O)Cl (cyclopropane carbonyl chloride). The solvent is C(Cl)Cl (DCM). Run at time 24 hour. Product: CC=1C(=NC2=C(C=CC=C2N1)C1=CC=2C(NCCC2N1)=O)NC(=O)C1CC1 (N-(3-methyl-8-(4-oxo-4,5,6,7-tetrahydro-1H-pyrrolo[3,2-c]pyridin-2-yl)quinoxalin-2-yl)cyclopropanecarboxamide). Yield: 56.6%. Reaction SMILES: [NH2:1][C:2]1[C:3]([CH3:22])=[N:4][C:5]2[C:10]([N:11]=1)=[C:9]([C:12]1[NH:20][C:19]3[CH2:18][CH2:17][NH:16][C:15](=[O:21])[C:14]=3[CH:13]=1)[CH:8]=[CH:7][CH:6]=2.[CH:23]1([C:26](Cl)=[O:27])[CH2:25][CH2:24]1>C(Cl)Cl>[CH3:22][C:3]1[C:2]([NH:1][C:26]([CH:23]2[CH2:25][CH2:24]2)=[O:27])=[N:11][C:10]2[C:5]([N:4]=1)=[CH:6][CH:7]=[CH:8][C:9]=2[C:12]1[NH:20][C:19]2[CH2:18][CH2:17][NH:16][C:15](=[O:21])[C:14]=2[CH:13]=1. Procedure details: To a stirred mixture of 2-(3-amino-2-methylquinoxalin-5-yl)-6,7-dihydro-1H-pyrrolo[3,2-c]pyridin-4(5H)-one (445a, 79 mg, 0.269 mmol) and TEA (0.18 mL, 1.34 mmol) in DCM (3 mL) was added cyclopropane carbonyl chloride (0.037 mL, 0.404 mmol). After the addition, the mixture was stirred at RT 24 h, concentrated, and purified on a silica gel column (0-10% MeOH/DCM) to give the title compound (55 mg, 56%). 1H NMR (400 MHz, DMSO-d6) δ ppm 13.47 (1H, br. s.), 10.52 (1H, br. s.), 8.05 (1H, d, J=7.6 Hz),... Reaction SMILES: [CH:23]([CH3:24])([CH3:25])[OH:26].[Cl:1][c:2]1[c:3]([O:4][c:5]2[cH:6][cH:7][c:8]([O:9][CH:10]([C:11](=[O:12])[OH:13])[CH3:14])[cH:15][cH:16]2)[cH:17][cH:18][c:19]([Cl:21])[cH:20]1.[ClH:22]>>[Cl:1][c:2]1[c:3]([O:4][c:5]2[cH:6][cH:7][c:8]([O:9][CH:10]([C:11]([O:12][CH:23]([CH3:24])[CH3:25])=[O:13])[CH3:14])[cH:15][cH:16]2)[cH:17][cH:18][c:19]([Cl:21])[cH:20]1. Starting materials: CC(C)O, CC(Oc1ccc(Oc2ccc(Cl)cc2Cl)cc1)C(=O)O, Cl. Product: CC(C)OC(=O)C(C)Oc1ccc(Oc2ccc(Cl)cc2Cl)cc1. Product: Cc1c2n(c3ccccc13)C(=O)C(C)(Cc1ncn(C(c3ccccc3)(c3ccccc3)c3ccccc3)c1C)CC2. RXN SMILES: [CH3:13][c:14]1[c:15]2[n:16]([c:17]3[cH:18][cH:19][cH:20][cH:21][c:22]13)[C:23](=[O:53])[CH:24]([CH2:27][c:28]1[n:29][cH:30][n:31]([C:34]([c:35]3[cH:36][cH:37][cH:38][cH:39][cH:40]3)([c:41]3[cH:42][cH:43][cH:44][cH:45][cH:46]3)[c:47]3[cH:48][cH:49][cH:50][cH:51][cH:52]3)[c:32]1[CH3:33])[CH2:25][CH2:26]2.[CH3:54][I:55].[CH3:67][CH2:68][CH2:69][CH2:70][CH2:71][CH3:72].[CH:1]([NH:2][CH:3]([CH3:4])[CH3:5])([CH3:6])[CH3:7].[Li:8][CH2:9][CH2:10][CH2:11][CH3:12].[O:62]1[CH2:63][CH2:64][CH2:65][CH2:66]1.[OH2:73].[OH:56][C:57]([C:58](=[O:59])[OH:60])=[O:61]>>[CH3:1][C:24]1([CH2:27][c:28]2[n:29][cH:30][n:31]([C:34]([c:35]3[cH:36][cH:37][cH:38][cH:39][cH:40]3)([c:41]3[cH:42][cH:43][cH:44][cH:45][cH:46]3)[c:47]3[cH:48][cH:49][cH:50][cH:51][cH:52]3)[c:32]2[CH3:33])[C:23](=[O:53])[n:16]2[c:15]([c:14]([CH3:13])[c:22]3[c:17]2[cH:18][cH:19][cH:20][cH:21]3)[CH2:26][CH2:25]1. Reactants: Cc1c2n(c3ccccc13)C(=O)C(Cc1ncn(C(c3ccccc3)(c3ccccc3)c3ccccc3)c1C)CC2, CI, CCCCCC, CC(C)NC(C)C, [Li]CCCC, C1CCOC1, O, O=C(O)C(=O)O. The reactants are CO, O=C1CNC(=O)N1c1cccc([N+](=O)[O-])c1. Product: Nc1cccc(N2C(=O)CNC2=O)c1. Reaction SMILES: [CH3:17][OH:18].[N+:1]([O-:2])(=[O:3])[c:4]1[cH:5][c:6]([N:10]2[C:11](=[O:16])[NH:12][CH2:13][C:14]2=[O:15])[cH:7][cH:8][cH:9]1>>[NH2:1][c:4]1[cH:5][c:6]([N:10]2[C:11](=[O:16])[NH:12][CH2:13][C:14]2=[O:15])[cH:7][cH:8][cH:9]1. Starting materials: C(#N)C(C1=CC=CC=C1)(C1=CC=CC=C1)[C@@H]1CNCCC1 (3-(R)-(+)-(1-cyano-1,1-diphenylmethyl)piperidine), ClC1=CC=C(CCBr)C=C1 (4-chlorophenethyl bromide), C([O-])([O-])=O.[K+].[K+] (potassium carbonate). Run in C(C)#N (acetonitrile). Product: ClC1=CC=C(CCN2C[C@H](CCC2)C(C2=CC=CC=C2)(C2=CC=CC=C2)C#N)C=C1 (1-(4-chlorophenethyl)-3-(R)-(+)-(1-cyano-1,1diphenylmethyl)piperidine). Reaction SMILES: [C:1]([C:3]([C@H:16]1[CH2:21][CH2:20][CH2:19][NH:18][CH2:17]1)([C:10]1[CH:15]=[CH:14][CH:13]=[CH:12][CH:11]=1)[C:4]1[CH:9]=[CH:8][CH:7]=[CH:6][CH:5]=1)#[N:2].[Cl:22][C:23]1[CH:31]=[CH:30][C:26]([CH2:27][CH2:28]Br)=[CH:25][CH:24]=1.C(=O)([O-])[O-].[K+].[K+]>C(#N)C>[Cl:22][C:23]1[CH:31]=[CH:30][C:26]([CH2:27][CH2:28][N:18]2[CH2:19][CH2:20][CH2:21][C@H:16]([C:3]([C:1]#[N:2])([C:10]3[CH:11]=[CH:12][CH:13]=[CH:14][CH:15]=3)[C:4]3[CH:9]=[CH:8][CH:7]=[CH:6][CH:5]=3)[CH2:17]2)=[CH:25][CH:24]=1 |f:2.3.4|. Procedure details: A mixture containing 3-(R)-(+)-(1-cyano-1,1-diphenylmethyl)piperidine (1 g--see Preparation 1), 4-chlorophenethyl bromide (0.72 g), anhydrous potassium carbonate (1.5 g) and acetonitrile (25 ml) was heated under reflux for 4 hours. The mixture was partitioned between dichloromethane (50 ml) and 10% aqueous potassium carbonate (30 ml), the layers separated, and the aqueous layer extracted with dichloromethane (3×30 ml). The combined dichloromethane extracts were dried (MgSO4) and concentrated in ... The product is COC(=O)c1ccc(S(C)(=O)=O)c(C(=O)NC(C)(C)CCl)c1Cl. RXN SMILES: [Cl:1][c:2]1[c:3]([C:4](=[O:5])[O:6][CH3:7])[cH:8][cH:9][c:10]([S:20](=[O:21])(=[O:22])[CH3:23])[c:11]1[C:12](=[O:13])[NH:14][C:15]([CH2:16][OH:17])([CH3:18])[CH3:19].[Cl:28][CH2:29][Cl:30].[S:24]([Cl:25])([Cl:26])=[O:27]>>[Cl:1][c:2]1[c:3]([C:4](=[O:5])[O:6][CH3:7])[cH:8][cH:9][c:10]([S:20](=[O:21])(=[O:22])[CH3:23])[c:11]1[C:12](=[O:13])[NH:14][C:15]([CH2:16][Cl:26])([CH3:18])[CH3:19]. The reactants are COC(=O)c1ccc(S(C)(=O)=O)c(C(=O)NC(C)(C)CO)c1Cl, ClCCl, O=S(Cl)Cl. Reactants: ClC1=C(C=CC=2C(=NOC21)C2=C(C=CC(=C2)F)F)OC (7-chloro-3-(2,5-difluorophenyl)-6-methoxy-1,2-benzisoxazole), Cl.N1=CC=CC=C1 (pyridine HCl), ice water. Conditions: temperature 200 celsius. Product: ClC1=C(C=CC=2C(=NOC21)C2=C(C=CC(=C2)F)F)O (7-chloro-3-(2,5-difluorophenyl)-6-hydroxy-1,2-benzisoxazole). As a reaction SMILES: [Cl:1][C:2]1[C:10]2[O:9][N:8]=[C:7]([C:11]3[CH:16]=[C:15]([F:17])[CH:14]=[CH:13][C:12]=3[F:18])[C:6]=2[CH:5]=[CH:4][C:3]=1[O:19]C.Cl.N1C=CC=CC=1>>[Cl:1][C:2]1[C:10]2[O:9][N:8]=[C:7]([C:11]3[CH:16]=[C:15]([F:17])[CH:14]=[CH:13][C:12]=3[F:18])[C:6]=2[CH:5]=[CH:4][C:3]=1[OH:19] |f:1.2|. Procedure details: A mixture of 10 g of 7-chloro-3-(2,5-difluorophenyl)-6-methoxy-1,2-benzisoxazole and 40 g of pyridine HCl is heated at 200° C. for 45 minutes. The hot mixture is poured into vigorously stirred ice water and a product precipitates out. The product is filtered and dried giving 7-chloro-3-(2,5-difluorophenyl)-6-hydroxy-1,2-benzisoxazole, mp 256°-257° C.